From a dataset of the Open Reaction Database (ORD), a public repository of structured organic reaction records. describe an organic reaction: reactants, conditions, products, and yield The reactants are CCOc1ccc(-c2ccc(CC=O)c(F)c2F)c(F)c1F, CC(C)=O, CC(C)O. The product is CCOc1ccc(-c2ccc(CC(=O)O)c(F)c2F)c(F)c1F. Reaction SMILES: [CH2:1]([CH3:2])[O:3][c:4]1[c:5]([F:22])[c:6]([F:21])[c:7](-[c:10]2[c:11]([F:20])[c:12]([F:19])[c:13]([CH2:16][CH:17]=[O:18])[cH:14][cH:15]2)[cH:8][cH:9]1.[CH3:27][C:28](=[O:29])[CH3:30].[CH:23]([CH3:24])([CH3:25])[OH:26]>>[CH2:1]([CH3:2])[O:3][c:4]1[c:5]([F:22])[c:6]([F:21])[c:7](-[c:10]2[c:11]([F:20])[c:12]([F:19])[c:13]([CH2:16][C:17](=[O:18])[OH:26])[cH:14][cH:15]2)[cH:8][cH:9]1. The product is C(#N)C1=CC=C(OCCN(C(=O)NC)CCO)C=C1 (1-[2-(4-Cyanophenoxy)ethyl]-1-(2-hydroxyethyl)-3-methylurea). Isolated yield 54.3%. Reported procedure: 4-[2-(2-Hydroxyethylamino)ethoxy]benzonitrile (1 g, 0.009 mol; see Preparation C, step (ii) above) and N,N′-dimethylurea (0.43 g, 0.0049 mol) were heated with stirring at 130° C. for 4 h. The reaction was directly purified by column chromatography to yield 0.7 g of the sub-title product as an off white solid. Run at temperature 130 celsius, time 4 hour. Reactants: OCCNCCOC1=CC=C(C#N)C=C1 (4-[2-(2-Hydroxyethylamino)ethoxy]benzonitrile), CNC(=O)NC (N,N′-dimethylurea). Reaction SMILES: [OH:1][CH2:2][CH2:3][NH:4][CH2:5][CH2:6][O:7][C:8]1[CH:15]=[CH:14][C:11]([C:12]#[N:13])=[CH:10][CH:9]=1.[CH3:16][NH:17][C:18](NC)=[O:19]>>[C:12]([C:11]1[CH:10]=[CH:9][C:8]([O:7][CH2:6][CH2:5][N:4]([CH2:3][CH2:2][OH:1])[C:18]([NH:17][CH3:16])=[O:19])=[CH:15][CH:14]=1)#[N:13]. Starting materials: Cc1cccc(Sc2ccc(C)cc2N)c1, Cc1ccc2c(Cl)ccnc2n1. Product: Cc1cccc(Sc2ccc(C)cc2Nc2ccnc3nc(C)ccc23)c1. As a reaction SMILES: [CH3:13][c:14]1[cH:15][cH:16][c:17]([S:21][c:22]2[cH:23][c:24]([CH3:28])[cH:25][cH:26][cH:27]2)[c:18]([NH2:20])[cH:19]1.[Cl:1][c:2]1[c:3]2[cH:4][cH:5][c:6]([CH3:12])[n:7][c:8]2[n:9][cH:10][cH:11]1>>[c:2]1([NH:20][c:18]2[c:17]([S:21][c:22]3[cH:23][c:24]([CH3:28])[cH:25][cH:26][cH:27]3)[cH:16][cH:15][c:14]([CH3:13])[cH:19]2)[c:3]2[cH:4][cH:5][c:6]([CH3:12])[n:7][c:8]2[n:9][cH:10][cH:11]1. Starting materials: [BH4-], COC(=O)c1cc(C=O)cc(-c2cccc(C#N)c2)c1, Cc1ccccc1, Cl, NCC1CCNCC1, [Na+]. RXN SMILES: [BH4-:29].[C:1](#[N:2])[c:3]1[cH:4][c:5](-[c:9]2[cH:10][c:11]([C:12](=[O:13])[O:14][CH3:15])[cH:16][c:17]([CH:19]=[O:20])[cH:18]2)[cH:6][cH:7][cH:8]1.[CH3:32][c:33]1[cH:34][cH:35][cH:36][cH:37][cH:38]1.[ClH:31].[NH2:21][CH2:22][CH:23]1[CH2:24][CH2:25][NH:26][CH2:27][CH2:28]1.[Na+:30]>>[C:1](#[N:2])[c:3]1[cH:4][c:5](-[c:9]2[cH:10][c:11]([C:12](=[O:13])[O:14][CH3:15])[cH:16][c:17]([CH2:19][NH:21][CH2:22][CH:23]3[CH2:24][CH2:25][NH:26][CH2:27][CH2:28]3)[cH:18]2)[cH:6][cH:7][cH:8]1. Yields the product COC(=O)c1cc(CNCC2CCNCC2)cc(-c2cccc(C#N)c2)c1. The reactants are ClC=1C(=NC=C(N1)Cl)C#N (3,5-dichloropyrazine-2-carbonitrile), CCN(C(C)C)C(C)C (DIEA), CN1C(N(CC1)[C@H]1[C@H](NCCC1)C)=O (1-methyl-3-((2R,3R)-2-methylpiperidin-3-yl)imidazolidin-2-one). Solvent: CCOC(=O)C (EtOAc), CN(C)C=O (DMF). Reaction conditions: time 2 hour. The product is ClC=1C(=NC=C(N1)N1[C@@H]([C@@H](CCC1)N1C(N(CC1)C)=O)C)C#N (3-chloro-5-((2R,3R)-2-methyl-3-(3-methyl-2-oxoimidazolidin-1-yl)piperidin-1-yl)pyrazine-2-carbonitrile). Isolated yield 42.0%. As a reaction SMILES: [CH3:1][N:2]1[CH2:6][CH2:5][N:4]([C@@H:7]2[CH2:12][CH2:11][CH2:10][NH:9][C@@H:8]2[CH3:13])[C:3]1=[O:14].[Cl:15][C:16]1[C:17]([C:23]#[N:24])=[N:18][CH:19]=[C:20](Cl)[N:21]=1.CCN(C(C)C)C(C)C>CN(C=O)C.CCOC(C)=O>[Cl:15][C:16]1[C:17]([C:23]#[N:24])=[N:18][CH:19]=[C:20]([N:9]2[CH2:10][CH2:11][CH2:12][C@@H:7]([N:4]3[CH2:5][CH2:6][N:2]([CH3:1])[C:3]3=[O:14])[C@H:8]2[CH3:13])[N:21]=1. Procedure details: Compound 356 from above was dissolved in 10 mL DMF. To it were added 3,5-dichloropyrazine-2-carbonitrile (250 mg, 1.42 mmol) and DIEA (500 μL, 2.84 mmol). The mixture was stirred at RT for 2 hours, diluted with 150 mL EtOAc, washed with water ×3, dried, concentrated in vacuo, and subjected to silica flash column using 0 to 3% MeOH in DCM to isolate 3-chloro-5-((2R,3R)-2-methyl-3-(3-methyl-2-oxoimidazolidin-1-yl)piperidin-1-yl)pyrazine-2-carbonitrile (357, 200 mg, 42% yield).